Dataset: the Open Reaction Database (ORD), a public repository of structured organic reaction records. Task: describe an organic reaction: reactants, conditions, products, and yield Reactants: FCCI (1-fluoro-2-iodoethane), FC(C(=O)O)(F)F.C(N)(=N)C1=CC=C(C=C1)NC(C1=NN(C(N1)=O)C1=C(C(=O)O)C=CC=C1)C1=C(C=C(C(=C1)OC)OC)F (2-{3-[(4-carbamimidoylphenylamino)-(2-fluoro-4,5-dimethoxyphenyl)methyl]5-oxo-4,5-dihydro-[1,2,4]triazol-1-yl}benzoic Acid trifluoroacetate), COC=1C=C(C=C(C1)CO)CO (5-methoxy-1,3-benzenedimethanol), [H-].[Na+] (sodium hydride). The solvent is O (Water), CN(C)C=O (DMF), C(C)(=O)OCC (ethyl acetate). Reaction conditions: time 30 minute. The product is FCCOCC=1C=C(C=C(C1)OC)CO ([3-(2-fluoro ethoxymethyl)-5-methoxyphenyl]methanol). RXN SMILES: [F:1][C:2](F)(F)[C:3]([OH:5])=O.C(C1C=CC(NC(C2C=C(OC)C(OC)=CC=2F)C2NC(=O)N(C3C=CC=CC=3C(O)=O)N=2)=CC=1)(=N)N.[CH3:45][O:46][C:47]1[CH:48]=[C:49]([CH2:55]O)[CH:50]=[C:51]([CH2:53][OH:54])[CH:52]=1.[H-].[Na+].FCCI>CN(C=O)C.C(OCC)(=O)C.O>[F:1][CH2:2][CH2:3][O:5][CH2:55][C:49]1[CH:50]=[C:51]([CH2:53][OH:54])[CH:52]=[C:47]([O:46][CH3:45])[CH:48]=1 |f:0.1,3.4|. Procedure: To a solution of 1g of 5-methoxy-1,3-benzenedimethanol in 10 ml of DMF there was added 238 mg of sodium hydride (60% oily suspension) at 0° C. After stirring at room temperature for 30 minutes, 1.04 g of 1-fluoro-2-iodoethane was added and the mixture was stirred at room temperature for 22 hours. Water was added to the reaction mixture and extraction was performed with ethyl acetate. The organic layer was washed with water and saturated brine, and then dried over anhydrous sodium sulfate. The de... Yields the product CCCCCCCCCCC1NCCS1. Reaction SMILES: [CH3:18][c:19]1[cH:20][cH:21][cH:22][cH:23][cH:24]1.[CH:1]([CH2:2][CH2:3][CH2:4][CH2:5][CH2:6][CH2:7][CH2:8][CH2:9][CH2:10][CH3:11])=[O:12].[ClH:13].[NH2:14][CH2:15][CH2:16][SH:17].[OH2:25]>>[CH:1]1([CH2:2][CH2:3][CH2:4][CH2:5][CH2:6][CH2:7][CH2:8][CH2:9][CH2:10][CH3:11])[NH:14][CH2:15][CH2:16][S:17]1. Reactants: Cc1ccccc1, CCCCCCCCCCC=O, Cl, NCCS, O. Reported procedure: Chloromethyl phenyl sulfoxide (300 mg, 1.94 mmol) of example 21 was dissolved in dry diethyl ether (7.5 mL) under an argon atmosphere. p-Xylene (227 mg, 1.1 eq) was added to the previous solution and the mixture was cooled to a temperature below −60° C. After stabilizing the temperature, trifluoromethanesulfonic anhydride (0.326 mL, 1 eq) was added slowly maintaining the same temperature. The mixture was stirred until the reaction was complete. The precipitate triflate salt formed was isolated b... The product is [O-]S(=O)(=O)C(F)(F)F.ClC[S+](C1=CC=CC=C1)C1=C(C=CC(=C1)C)C ((chloromethyl)(2,5-dimethylphenyl)(phenyl)sulfonium triflate). Run in C(C)OCC (diethyl ether). The reactants are CC=1C=CC(=CC1)C (p-Xylene), C1(=CC=CC=C1)S(=O)CCl (Chloromethyl phenyl sulfoxide), FC(S(=O)(=O)OS(=O)(=O)C(F)(F)F)(F)F (trifluoromethanesulfonic anhydride). RXN SMILES: [C:1]1([S:7]([CH2:9][Cl:10])=O)[CH:6]=[CH:5][CH:4]=[CH:3][CH:2]=1.[CH3:11][C:12]1[CH:13]=[CH:14][C:15]([CH3:18])=[CH:16][CH:17]=1.[F:19][C:20]([F:33])([F:32])[S:21]([O:24]S(C(F)(F)F)(=O)=O)(=[O:23])=[O:22]>C(OCC)C>[O-:24][S:21]([C:20]([F:33])([F:32])[F:19])(=[O:23])=[O:22].[Cl:10][CH2:9][S+:7]([C:17]1[CH:16]=[C:15]([CH3:18])[CH:14]=[CH:13][C:12]=1[CH3:11])[C:1]1[CH:6]=[CH:5][CH:4]=[CH:3][CH:2]=1 |f:4.5|. The reactants are C1(=CC=CC=C1)COC1=CC(=NC=C1OCC1=CC=CC=C1)C(=O)OCC1=CC=CC=C1 (4,5-bis(phenylmethoxy)-2-pyridinecarboxylic acid, phenylmethyl ester), [OH-].[K+] (potassium hydroxide), Cl (hydrochloric acid). Solvent: O1CCCC1 (tetrahydrofuran), O (water), O (Water). Reaction conditions: time 8 hour. The product is C1(=CC=CC=C1)COC1=CC(=NC=C1OCC1=CC=CC=C1)C(=O)O (4,5-Bis(phenylmethoxy)-2-pyridinecarboxylic acid). Yield: 94.9%. RXN SMILES: [C:1]1([CH2:7][O:8][C:9]2[C:14]([O:15][CH2:16][C:17]3[CH:22]=[CH:21][CH:20]=[CH:19][CH:18]=3)=[CH:13][N:12]=[C:11]([C:23]([O:25]CC3C=CC=CC=3)=[O:24])[CH:10]=2)[CH:6]=[CH:5][CH:4]=[CH:3][CH:2]=1.[OH-].[K+].Cl>O1CCCC1.O>[C:1]1([CH2:7][O:8][C:9]2[C:14]([O:15][CH2:16][C:17]3[CH:18]=[CH:19][CH:20]=[CH:21][CH:22]=3)=[CH:13][N:12]=[C:11]([C:23]([OH:25])=[O:24])[CH:10]=2)[CH:2]=[CH:3][CH:4]=[CH:5][CH:6]=1 |f:1.2|. Procedure details: To a solution of 4,5-bis(phenylmethoxy)-2-pyridinecarboxylic acid, phenylmethyl ester (1.60 g, 3.76 mmole) in 15 ml of tetrahydrofuran and 2.2 ml of water was added 4 ml of 1N aqueous potassium hydroxide. The mixture was stirred at room temperature overnight. Water (15 ml) was added and 1N hydrochloric acid was added slowly with stirring while monitoring the pH. The pH of the mixture fell steadily to ca. 6.2 whereupon a large amount of solid began to separate and no further decrease in the pH wa... The reactants are [BH4-], CCOCc1nc2cnc3ccccc3c2n1N=C(CC)CC, CO, ClC(Cl)Cl, [Na+]. The product is CCOCc1nc2cnc3ccccc3c2n1NC(CC)CC. RXN SMILES: [BH4-:24].[CH2:1]([CH3:2])[O:3][CH2:4][c:5]1[n:6]([N:18]=[C:19]([CH2:20][CH3:21])[CH2:22][CH3:23])[c:7]2[c:8]([cH:9][n:10][c:11]3[cH:12][cH:13][cH:14][cH:15][c:16]23)[n:17]1.[CH3:30][OH:31].[Cl:26][CH:27]([Cl:28])[Cl:29].[Na+:25]>>[CH2:1]([CH3:2])[O:3][CH2:4][c:5]1[n:6]([NH:18][CH:19]([CH2:20][CH3:21])[CH2:22][CH3:23])[c:7]2[c:8]([cH:9][n:10][c:11]3[cH:12][cH:13][cH:14][cH:15][c:16]23)[n:17]1. The reactants are C1CCOC1, Cl, CCOC(=O)C1CN(Cc2ccc(-c3cc4cc(Cc5nccs5)ccc4o3)c(F)c2)C1, [Li+], [OH-], O. The product is O=C(O)C1CN(Cc2ccc(-c3cc4cc(Cc5nccs5)ccc4o3)c(F)c2)C1. RXN SMILES: [CH2:36]1[O:37][CH2:38][CH2:39][CH2:40]1.[ClH:35].[F:1][c:2]1[cH:3][c:4]([CH2:23][N:24]2[CH2:25][CH:26]([C:28](=[O:29])[O:30][CH2:31][CH3:32])[CH2:27]2)[cH:5][cH:6][c:7]1-[c:8]1[o:9][c:10]2[c:11]([cH:12]1)[cH:13][c:14]([CH2:17][c:18]1[s:19][cH:20][cH:21][n:22]1)[cH:15][cH:16]2.[Li+:34].[OH-:33].[OH2:41]>>[F:1][c:2]1[cH:3][c:4]([CH2:23][N:24]2[CH2:25][CH:26]([C:28](=[O:29])[OH:30])[CH2:27]2)[cH:5][cH:6][c:7]1-[c:8]1[o:9][c:10]2[c:11]([cH:12]1)[cH:13][c:14]([CH2:17][c:18]1[s:19][cH:20][cH:21][n:22]1)[cH:15][cH:16]2.